From a dataset of the Open Reaction Database (ORD), a public repository of structured organic reaction records. describe an organic reaction: reactants, conditions, products, and yield The reactants are CC(C)N=C=NC(C)C, ClCCl, Cc1cc(CC(=O)O)cnc1-c1ccnc(F)c1, Nc1ccc(-c2cnccn2)cn1. The product is Cc1cc(CC(=O)Nc2ccc(-c3cnccn3)cn2)cnc1-c1ccnc(F)c1. RXN SMILES: [CH:32]([N:33]=[C:34]=[N:35][CH:36]([CH3:37])[CH3:38])([CH3:39])[CH3:40].[Cl:41][CH2:42][Cl:43].[F:1][c:2]1[n:3][cH:4][cH:5][c:6](-[c:8]2[n:9][cH:10][c:11]([CH2:15][C:16](=[O:17])[OH:18])[cH:12][c:13]2[CH3:14])[cH:7]1.[n:19]1[c:20](-[c:25]2[cH:26][cH:27][c:28]([NH2:31])[n:29][cH:30]2)[cH:21][n:22][cH:23][cH:24]1>>[F:1][c:2]1[n:3][cH:4][cH:5][c:6](-[c:8]2[n:9][cH:10][c:11]([CH2:15][C:16](=[O:18])[NH:31][c:28]3[cH:27][cH:26][c:25](-[c:20]4[n:19][cH:24][cH:23][n:22][cH:21]4)[cH:30][n:29]3)[cH:12][c:13]2[CH3:14])[cH:7]1. Starting materials: NC1=NC=C(C=C1)Br (2-amino-5-bromopyridine), C(C=C)(=O)OCC1=CC=CC=C1 (benzyl acrylate), C1(=C(C=CC=C1)P(C1=C(C=CC=C1)C)C1=C(C=CC=C1)C)C (tri-ortho-tolylphosphine). Reagents/catalysts: CC(=O)[O-].CC(=O)[O-].[Pd+2] (Pd(OAc)2). Solvent: C(CC)#N (propionitrile). The product is NC1=CC=C(C=N1)/C=C/C(=O)OCC1=CC=CC=C1 (Benzyl (E)-3-(6-aminopyridin-3-yl)acrylate). Yield: 39.3%. Reaction SMILES: [NH2:1][C:2]1[CH:7]=[CH:6][C:5](Br)=[CH:4][N:3]=1.[C:9]([O:13][CH2:14][C:15]1[CH:20]=[CH:19][CH:18]=[CH:17][CH:16]=1)(=[O:12])[CH:10]=[CH2:11].C1(C)C=CC=CC=1P(C1C=CC=CC=1C)C1C=CC=CC=1C>C(#N)CC.CC([O-])=O.CC([O-])=O.[Pd+2]>[NH2:1][C:2]1[N:3]=[CH:4][C:5](/[CH:11]=[CH:10]/[C:9]([O:13][CH2:14][C:15]2[CH:20]=[CH:19][CH:18]=[CH:17][CH:16]=2)=[O:12])=[CH:6][CH:7]=1 |f:4.5.6|. Procedure: A solution of 2-amino-5-bromopyridine (2.25 g, 13.0 mmole), benzyl acrylate (3.2 g, 19.7 mmole), Pd(OAc)2 (0.31 g, 1.4 mmole), tri-ortho-tolylphosphine (0.73 g. 2.4 mmole), and disopropylethylamine (3.5 mL, 20.0 mmole) in propionitrile (50 mL) was heated at reflux overnight. The dark mixture was filtered through celite®, and the fitrate was concentrated. Flash chromatography on silica Se[(3% MeOH/CH2Cl2) gave the title compound (1.3 g, 39%): MS (ES) m/e 255 (M+H)+.